Dataset: the Open Reaction Database (ORD), a public repository of structured organic reaction records. Task: describe an organic reaction: reactants, conditions, products, and yield Starting materials: C(C)(C)(C)OC(=O)N(C1=NN(C(C2=CC(=CC=C12)C(=O)O)=O)C(C)C)C1=NN(C(=C1)C)C(=O)OC(C)(C)C (1-[tert-Butoxycarbonyl-(1-tert-butoxycarbonyl-5-methyl-1H-pyrazol-3-yl)-amino]-3-isopropyl-4-oxo-3,4-dihydro-phthalazine-6-carboxylic acid), C(=O)([O-])[O-].[K+].[K+] (K2CO3), CI (methyl iodide). The solvent is ClCCl (dichloromethane). Conditions: time 30 minute. Product: COC(=O)C=1C=C2C(N(N=C(C2=CC1)NC1=NNC(=C1)C)C(C)C)=O (3-Isopropyl-1-(5-methyl-1H-pyrazol-3-ylamino)-4-oxo-3,4-dihydro-phthalazine-6-carboxylic acid methyl ester). Reaction SMILES: C(OC([N:8]([C:26]1[CH:30]=[C:29]([CH3:31])[N:28](C(OC(C)(C)C)=O)[N:27]=1)[C:9]1[C:18]2[C:13](=[CH:14][C:15](C(O)=O)=[CH:16][CH:17]=2)[C:12](=[O:22])[N:11]([CH:23]([CH3:25])[CH3:24])[N:10]=1)=O)(C)(C)C.[C:39]([O-:42])([O-])=[O:40].[K+].[K+].[CH3:45]I>ClCCl>[CH3:45][O:42][C:39]([C:15]1[CH:14]=[C:13]2[C:18](=[CH:17][CH:16]=1)[C:9]([NH:8][C:26]1[CH:30]=[C:29]([CH3:31])[NH:28][N:27]=1)=[N:10][N:11]([CH:23]([CH3:25])[CH3:24])[C:12]2=[O:22])=[O:40] |f:1.2.3|. Procedure: 1-[tert-Butoxycarbonyl-(1-tert-butoxycarbonyl-5-methyl-1H-pyrazol-3-yl)-amino]-3-isopropyl-4-oxo-3,4-dihydro-phthalazine-6-carboxylic acid (10 mg, 0.019 mmol) (Intermediate of Example M-1) was dissolved in dichloromethane (DCM) (1 ml). To this was added K2CO3 (3.1 mg, 0.028 mmol) followed by methyl iodide (3.3 mg, 0.028 mmol) and the reaction mixture was stirred at room temperature for 30 minutes. After this time the reaction mixture was partitioned between ethyl acetate (10 ml) and water (10 ml... Reactants: C(C)(=O)O[C@H]1[C@@H](C(O[C@@H]1COC(C1=CC=CC=C1)=O)Br)F (3-O-acetyl-5-O-benzoyl-2-deoxy-2-fluoro-D-arabinofuranosyl bromide), ClC=1C(=NC(NC1)=O)N (5-chlorocytosine), ClC=1C(=NC(NC1)=O)N (5-chlorocytosine), S(=O)(=O)([O-])[O-].[NH4+].[NH4+] (ammonium sulfate). Run in C(Cl)Cl (methylene chloride), C(Cl)Cl (methylene chloride), C[Si](N[Si](C)(C)C)(C)C (hexamethyldisilazane). Conditions: time 5 day. Yields the product C(C)(=O)O[C@H]1[C@@H]([C@@H](O[C@@H]1COC(C1=CC=CC=C1)=O)N1C(=O)N=C(N)C(=C1)Cl)F (1-(3-O-acetyl-5-O-benzoyl-2-deoxy-2-fluoro-β-D-arabinofuranosyl)-5-chlorocytosine). Reaction SMILES: [C:1]([O:4][C@@H:5]1[C@@H:9]([CH2:10][O:11][C:12](=[O:19])[C:13]2[CH:18]=[CH:17][CH:16]=[CH:15][CH:14]=2)[O:8][CH:7](Br)[C@H:6]1[F:21])(=[O:3])[CH3:2].[Cl:22][C:23]1[C:24]([NH2:30])=[N:25][C:26](=[O:29])[NH:27][CH:28]=1.S([O-])([O-])(=O)=O.[NH4+].[NH4+]>C(Cl)Cl.C[Si](C)(C)N[Si](C)(C)C>[C:1]([O:4][C@@H:5]1[C@@H:9]([CH2:10][O:11][C:12](=[O:19])[C:13]2[CH:18]=[CH:17][CH:16]=[CH:15][CH:14]=2)[O:8][C@@H:7]([N:27]2[CH:28]=[C:23]([Cl:22])[C:24]([NH2:30])=[N:25][C:26]2=[O:29])[C@H:6]1[F:21])(=[O:3])[CH3:2] |f:2.3.4|. Reported procedure: To a solution of 3-O-acetyl-5-O-benzoyl-2-deoxy-2-fluoro-D-arabinofuranosyl bromide (3.6 g, 0.01 mol) in methylene chloride (50 ml) is added a methylene chloride solution of 5-chloro-tris(trimethylsilyl)cystosine [prepared from 4.3 g, 0.03 mol. of 5-chlorocytosine as follows: a mixture of 5-chlorocytosine and 5-15 mg of ammonium sulfate in 43 ml of hexamethyldisilazane is heated to reflux until a clear solution is obtained. The excess hexamethyldisilazane is removed by evaporation in vacuo and t... The reactants are O=C([O-])[O-], CCI, CN(C)C=O, ClCCl, [K+], [K+], O, COC(=O)CCC1OC(=O)C(O)=C1c1ccccc1. Yields the product CCOC1=C(c2ccccc2)C(CCC(=O)OC)OC1=O. Reaction SMILES: [C:23](=[O:24])([O-:25])[O-:26].[CH2:20]([CH3:21])[I:22].[CH3:32][N:33]([CH3:34])[CH:35]=[O:36].[Cl:29][CH2:30][Cl:31].[K+:27].[K+:28].[OH2:37].[OH:1][C:2]1=[C:3]([c:14]2[cH:15][cH:16][cH:17][cH:18][cH:19]2)[CH:4]([CH2:8][CH2:9][C:10](=[O:11])[O:12][CH3:13])[O:5][C:6]1=[O:7]>>[O:1]([C:2]1=[C:3]([c:14]2[cH:15][cH:16][cH:17][cH:18][cH:19]2)[CH:4]([CH2:8][CH2:9][C:10](=[O:11])[O:12][CH3:13])[O:5][C:6]1=[O:7])[CH2:20][CH3:21]. The reactants are ClCl (Chlorine), NC1=NC(=NC(=N1)SC)C(C)(C)F (2-amino-4-methylthio-6-(1-fluoroisopropyl)-1,3,5-triazine). Run in C(C)(=O)O (acetic acid). Conditions: temperature 20 celsius, time 30 minute. The product is NC1=NC(=NC(=N1)Cl)C(C)(C)F (2-amino-4-chloro-6-(1-fluoroisopropyl)-1,3,5-triazine). Isolated yield 80.0%. Reaction SMILES: [Cl:1]Cl.[NH2:3][C:4]1[N:9]=[C:8](SC)[N:7]=[C:6]([C:12]([F:15])([CH3:14])[CH3:13])[N:5]=1>C(O)(=O)C>[NH2:3][C:4]1[N:9]=[C:8]([Cl:1])[N:7]=[C:6]([C:12]([F:15])([CH3:14])[CH3:13])[N:5]=1. Procedure details: Chlorine gas was passed at 20 to 25° C. into a suspension of 150 g of 2-amino-4-methylthio-6-(1-fluoroisopropyl)-1,3,5-triazine in 1 liter of glacial acetic acid (15 min). The reaction mixture was stirred for 30 min at approx. 20° C., flushed with nitrogen gas for 1 h at room temperature, poured into 5 liters of ice-cold aqueous solution of 350 g of sodium hydroxide and stirred for 5 min. After filtration with suction and drying, 110 g (80%) of 2-amino-4-chloro-6-(1-fluoroisopropyl)-1,3,5-triazi... Reactants: [Al+3], [Br-], [Mg+]Cc1cccc(Br)c1, [H-], [H-], [H-], [H-], [Li+], N#Cc1ccccc1. The product is NC(Cc1cccc(Br)c1)c1ccccc1. RXN SMILES: [Al+3:20].[Br-:9].[Br:10][c:11]1[cH:12][c:13]([CH2:14][Mg+:15])[cH:16][cH:17][cH:18]1.[H-:19].[H-:22].[H-:23].[H-:24].[Li+:21].[N:1]#[C:2][c:3]1[cH:4][cH:5][cH:6][cH:7][cH:8]1>>[NH2:1][CH:2]([c:3]1[cH:4][cH:5][cH:6][cH:7][cH:8]1)[CH2:14][c:13]1[cH:12][c:11]([Br:10])[cH:18][cH:17][cH:16]1. Reactants: CSC1=NC=C(C(=N1)C1=C(C=C(C=C1)Cl)Cl)C1=CC=C(C=C1)Cl (2-Methylthio-5-(4-chlorophenyl)-4-(2,4-dichlorophenyl)pyrimidine), N1=CC(=CC=C1)CO (3-pyridinemethanol). Product: N1=CC(=CC=C1)COC1=NC=C(C(=N1)C1=C(C=C(C=C1)Cl)Cl)C1=CC=C(C=C1)Cl (2-(3-pyridylmethoxy)-4-(2,4-dichlorophenyl)-5-(4-chlorophenyl)pyrimidine). RXN SMILES: CS[C:3]1[N:8]=[C:7]([C:9]2[CH:14]=[CH:13][C:12]([Cl:15])=[CH:11][C:10]=2[Cl:16])[C:6]([C:17]2[CH:22]=[CH:21][C:20]([Cl:23])=[CH:19][CH:18]=2)=[CH:5][N:4]=1.[N:24]1[CH:29]=[CH:28][CH:27]=[C:26]([CH2:30][OH:31])[CH:25]=1>>[N:24]1[CH:29]=[CH:28][CH:27]=[C:26]([CH2:30][O:31][C:3]2[N:8]=[C:7]([C:9]3[CH:14]=[CH:13][C:12]([Cl:15])=[CH:11][C:10]=3[Cl:16])[C:6]([C:17]3[CH:22]=[CH:21][C:20]([Cl:23])=[CH:19][CH:18]=3)=[CH:5][N:4]=2)[CH:25]=1. Procedure details: 2-Methylthio-5-(4-chlorophenyl)-4-(2,4-dichlorophenyl)pyrimidine from Reference Example 3 was reacted with 3-pyridinemethanol according to the procedure described in Example 59 to afford 2-(3-pyridylmethoxy)-4-(2,4-dichlorophenyl)-5-(4-chlorophenyl)pyrimidine (HRf): HPLC/MS: m/e=442 (M++1); Rt=3.01 min; 1H-NMR 500 MHz (CDCl3): δ 5.61 (s, 2H), 7.05 (d, J=9 Hz, 2H), 7.15-7.22 (m, 1H), 7.24-7.32 (m, 4H), 7.50-7.58 (m, 1H), 7.60 (m, 1H), 7.62-7.63 (m, 1H), 8.45 (m, 1H), 8.83 (s, 1H). The reactants are O=C1NC=2C(=CC=CC2[C@@H]2[C@H]1CN(C2)C(=O)OC(C)(C)C)C(F)(F)F ((±)-cis-tert-butyl 4-oxo-6-(trifluoromethyl)-3,3a,4,5-tetrahydro-1H-pyrrolo[3,4-c]quinoline-2(9bH)-carboxylate), IC (iodomethane), [H-].[Na+] (sodium hydride), Cl.FC(C1=CC=CC=2[C@@H]3[C@H](C(NC12)=O)CNC3)(F)F ((±)-cis-6-(Trifluoromethyl)-1,2,3,3a-tetrahydro-5H-pyrrolo[3,4-c]quinolin-4(9bH)-one hydrochloride). Run in C1CCOC1 (THF), C1CCOC1 (THF). Conditions: time 30 minute. Yields the product CN1C(C2C(C=3C=CC=C(C13)C(F)(F)F)CN(C2)C(=O)OC(C)(C)C)=O (tert-butyl 5-methyl-4-oxo-6-(trifluoromethyl)-3,3a,4,5-tetrahydro-1H-pyrrolo[3,4-c]quinoline-2(9bH)-carboxylate). Reaction SMILES: [H-].[Na+].[O:3]=[C:4]1[C@@H:13]2[CH2:14][N:15]([C:17]([O:19][C:20]([CH3:23])([CH3:22])[CH3:21])=[O:18])[CH2:16][C@@H:12]2[C:11]2[CH:10]=[CH:9][CH:8]=[C:7]([C:24]([F:27])([F:26])[F:25])[C:6]=2[NH:5]1.Cl.F[C:30](F)(F)C1C2NC(=O)[C@@H]3CNC[C@@H]3C=2C=CC=1.IC>C1COCC1>[CH3:30][N:5]1[C:6]2[C:7]([C:24]([F:27])([F:25])[F:26])=[CH:8][CH:9]=[CH:10][C:11]=2[CH:12]2[CH2:16][N:15]([C:17]([O:19][C:20]([CH3:21])([CH3:22])[CH3:23])=[O:18])[CH2:14][CH:13]2[C:4]1=[O:3] |f:0.1,3.4|. Reported procedure: To a suspension of sodium hydride (40 mg of 60% dispersion in mineral oil, 1.0 mmol) in 5 mL of THF was added (±)-cis-tert-butyl 4-oxo-6-(trifluoromethyl)-3,3a,4,5-tetrahydro-1H-pyrrolo[3,4-c]quinoline-2(9bH)-carboxylate, the intermediate from Example 3 (80 mg, 0.22 mmol) in 3 mL of THF. The mixture was stirred for 30 min and then there was added iodomethane (0.10 mL, 1.6 mmol) and the resulting mixture was allowed to stir at ambient temperature for 18 h. The reaction was filtered through a pad ...